This data is from the Open Reaction Database (ORD), a public repository of structured organic reaction records. The task is: describe an organic reaction: reactants, conditions, products, and yield Reactants: ClC1=C2C(=NN=C1C1=CC=CC=C1)NN=C2C2=CC=CC=C2 (4-chloro-3,5-diphenyl-1H-pyrazolo[3,4-c]pyridazine), C([O-])([O-])=O.[Cs+].[Cs+] (cesium carbonate), COCCBr (2-methoxyethyl bromide), crude mixture. Solvent: CN(C=O)C (dimethylformamide). Yields the product ClC1=C2C(=NN=C1C1=CC=CC=C1)N(N=C2C2=CC=CC=C2)CC(C)O (1-(4-chloro-3,5-diphenyl-1H-pyrazolo[3,4-c]pyridazin-1-yl)propan-2-ol). The yield is 49.3%. As a reaction SMILES: [Cl:1][C:2]1[C:7]([C:8]2[CH:13]=[CH:12][CH:11]=[CH:10][CH:9]=2)=[N:6][N:5]=[C:4]2[NH:14][N:15]=[C:16]([C:17]3[CH:22]=[CH:21][CH:20]=[CH:19][CH:18]=3)[C:3]=12.[C:23](=O)([O-])[O-].[Cs+].[Cs+].C[O:30][CH2:31][CH2:32]Br>CN(C)C=O>[Cl:1][C:2]1[C:7]([C:8]2[CH:9]=[CH:10][CH:11]=[CH:12][CH:13]=2)=[N:6][N:5]=[C:4]2[N:14]([CH2:23][CH:31]([OH:30])[CH3:32])[N:15]=[C:16]([C:17]3[CH:18]=[CH:19][CH:20]=[CH:21][CH:22]=3)[C:3]=12 |f:1.2.3|. Procedure details: A solution of 4-chloro-3,5-diphenyl-1H-pyrazolo[3,4-c]pyridazine (45 mg, 0.15 mmol) in dimethylformamide (DMF, 1.5 mL) was successively treated with cesium carbonate (64 mg, 0.2 mmol) and 2-methoxyethyl bromide (31.3 mg, 0.23 mmol). The crude mixture was heated at 130° C. in the microwave for 30 min, then filtered off. The filtrate was evaporated down under reduced pressure and purified by preparative HPLC, yielding 27 mg of Compound 92. Starting materials: CCOC(=O)CC(=O)OCC, C1CCNCC1, CC(=O)O, O=Cc1ccccc1, O, c1ccccc1. Product: CCOC(=O)C(=Cc1ccccc1)C(=O)OCC. As a reaction SMILES: [C:9]([CH2:10][C:11](=[O:12])[O:13][CH2:14][CH3:15])(=[O:16])[O:17][CH2:18][CH3:19].[CH2:20]1[CH2:21][CH2:22][NH:23][CH2:24][CH2:25]1.[CH3:33][C:34](=[O:35])[OH:36].[CH:1](=[O:2])[c:3]1[cH:4][cH:5][cH:6][cH:7][cH:8]1.[OH2:26].[cH:27]1[cH:28][cH:29][cH:30][cH:31][cH:32]1>>[CH:1]([c:3]1[cH:4][cH:5][cH:6][cH:7][cH:8]1)=[C:10]([C:9](=[O:16])[O:17][CH2:18][CH3:19])[C:11](=[O:12])[O:13][CH2:14][CH3:15].